This data is from the Open Reaction Database (ORD), a public repository of structured organic reaction records. The task is: describe an organic reaction: reactants, conditions, products, and yield Starting materials: C(C)(C)(C)OC(=O)N1CC(CCC1)O (3-hydroxypiperidine-1-carboxylic acid tertbutyl ester), [H-].[Na+] (NaH), BrC1=CC2=C(C3=NC(=CN3CCO2)C2=NC=CC=C2)C=C1 (8-bromo-2-pyridin-2-yl-4,5-dihydro-6-oxa-1,3a-diazabenzo[e]azulene). The reagents and catalysts are C=1C=CC(=CC1)/C=C/C(=O)/C=C/C2=CC=CC=C2.C=1C=CC(=CC1)/C=C/C(=O)/C=C/C2=CC=CC=C2.C=1C=CC(=CC1)/C=C/C(=O)/C=C/C2=CC=CC=C2.[Pd].[Pd] (Pd2 dba3). Solvent: C1(=CC=CC=C1)C (toluene). Run at temperature 70 celsius. Product: C(C)(C)(C)OC(=O)N1CC(CCC1)OC1=CC2=C(C3=NC(=CN3CCO2)C2=NC=CC=C2)C=C1 (3-(2-Pyridin-2-yl-4,5-dihydro-6-oxa-1,3a-diazabenzo[e]azulen-8-yloxy)piperidine-1-carboxylic acid tertbutyl ester). As a reaction SMILES: [C:1]([O:5][C:6]([N:8]1[CH2:13][CH2:12][CH2:11][CH:10]([OH:14])[CH2:9]1)=[O:7])([CH3:4])([CH3:3])[CH3:2].[H-].[Na+].Br[C:18]1[CH:37]=[CH:36][C:21]2[C:22]3[N:26]([CH2:27][CH2:28][O:29][C:20]=2[CH:19]=1)[CH:25]=[C:24]([C:30]1[CH:35]=[CH:34][CH:33]=[CH:32][N:31]=1)[N:23]=3>C1(C)C=CC=CC=1.C1C=CC(/C=C/C(/C=C/C2C=CC=CC=2)=O)=CC=1.C1C=CC(/C=C/C(/C=C/C2C=CC=CC=2)=O)=CC=1.C1C=CC(/C=C/C(/C=C/C2C=CC=CC=2)=O)=CC=1.[Pd].[Pd]>[C:1]([O:5][C:6]([N:8]1[CH2:13][CH2:12][CH2:11][CH:10]([O:14][C:18]2[CH:37]=[CH:36][C:21]3[C:22]4[N:26]([CH2:27][CH2:28][O:29][C:20]=3[CH:19]=2)[CH:25]=[C:24]([C:30]2[CH:35]=[CH:34][CH:33]=[CH:32][N:31]=2)[N:23]=4)[CH2:9]1)=[O:7])([CH3:4])([CH3:2])[CH3:3] |f:1.2,5.6.7.8.9|. Reported procedure: To a solution of 3-hydroxypiperidine-1-carboxylic acid tertbutyl ester (176 mg, 0.88 mmol) in toluene (3 mL) was added NaH (60% in mineral oil, 35 mg, 0.88 mmol) and the mixture was heated at 70° C. for 15 min. After cooling to RT, 8-bromo-2-pyridin-2-yl-4,5-dihydro-6-oxa-1,3a-diazabenzo[e]azulene (200 mg, 0.58 mmol), Pd2 dba3 (11 mg, 0.001 mmol) and tertbutylXantphos (20 mg, 0.08 mmol) were added and the mixture was heated at 95° C. for 18 h. The reaction mixture was then partitioned between Et... Starting materials: BrC1=CC(=CC(=C1)F)F (1-bromo-3,5-difluorobenzene), ClC1=CC=C2C(=CC=NC2=C1)N[C@@H]1[C@@H](C[C@@H]([C@@H](C1)C)N)C ((1S,2R,4S,5R)-N-(7-chloroquinolin-4-yl)-2,5-dimethylcyclohexane-1,4-diamine), ClC1=CC=C2C(=CC=NC2=C1)NC1CCC(CC1)N (N-(7-chloroquinolin-4-yl)cyclohexane-1,4-diamine). Product: ClC1=CC=C2C(=CC=NC2=C1)N[C@@H]1[C@@H](C[C@@H]([C@@H](C1)C)NC1=CC(=CC(=C1)C)C)C ((1S,2R,4S,5R)-N-(7-chloroquinolin-4-yl)-N′-(3,5-dimethylphenyl)-2,5-dimethylcyclohexane-1,4-diamine). RXN SMILES: Br[C:2]1C=C(F)C=C(F)C=1.[Cl:10][C:11]1[CH:20]=[C:19]2[C:14]([C:15]([NH:21][C@H:22]3[CH2:27][C@@H:26]([CH3:28])[C@@H:25]([NH2:29])[CH2:24][C@H:23]3[CH3:30])=[CH:16][CH:17]=[N:18]2)=[CH:13][CH:12]=1.Cl[C:32]1[CH:41]=[C:40]2[C:35]([C:36](NC3CCC(N)CC3)=CC=N2)=[CH:34][CH:33]=1>>[Cl:10][C:11]1[CH:20]=[C:19]2[C:14]([C:15]([NH:21][C@H:22]3[CH2:27][C@@H:26]([CH3:28])[C@@H:25]([NH:29][C:33]4[CH:32]=[C:41]([CH3:2])[CH:40]=[C:35]([CH3:36])[CH:34]=4)[CH2:24][C@H:23]3[CH3:30])=[CH:16][CH:17]=[N:18]2)=[CH:13][CH:12]=1. Reported procedure: The titled compound was prepared according to the methods described in Example 140, substituting 5-bromo-m-xylene for 1-bromo-3,5-difluorobenzene and (1S,2R,4S,5R)-N-(7-chloroquinolin-4-yl)-2,5-dimethylcyclohexane-1,4-diamine for N-(7-chloroquinolin-4-yl)cyclohexane-1,4-diamine. 1H NMR (300 MHz, DMSO) δ ppm 8.89 (d, 1 H), 8.56 (m, 2 H), 7.92 (d, 1 H), 7.82 (dd, 1 H), 6.99 (d, 1 H), 6.31 (s, 2 H), 6.17 (s, 1 H), 4.10 (br.s, 2 H), 2.14 (s, 6 H), 2.03-2.33 (m, 4 H), 1.69 (m, 2 H), 0.97 (br.d, 6 H).... The product is ClC=1C=C(N)C=C(C1)Cl (3,5-dichloroaniline). The yield is 88.9%. The reactants are ClC1=C(N)C(=C(C=C1Cl)Cl)Cl (2,3,5,6-tetrachloroaniline), Cl (hydrochloric acid), S(O)(O)(=O)=O (sulphuric acid). As a reaction SMILES: Cl[C:2]1[C:8]([Cl:9])=[CH:7][C:6]([Cl:10])=[C:5](Cl)[C:3]=1[NH2:4].Cl.S(=O)(=O)(O)O>[Pd].[Ta].C(Cl)Cl>[Cl:9][C:8]1[CH:2]=[C:3]([CH:5]=[C:6]([Cl:10])[CH:7]=1)[NH2:4]. Run in C(Cl)Cl (methylene chloride). Reagents/catalysts: [Pd] (palladium), [Ta] (tantalum). Procedure: 57.7 g (0.25 mol) of 2,3,5,6-tetrachloroaniline, 250 ml of 36% strength aqueous solution of hydrochloric acid, 5 ml of concentrated sulphuric acid and 5 g of a 5% strength palladium/active charcoal catalyst are introduced into an 0.7 l autoclave made of tantalum. The autoclave is flushed first with nitrogen and then with hydrogen. The dechlorination is carried out over the course of 2 hours at 250° C and a hydrogen pressure of 200 atmospheres gauge. After the reaction, the catalyst is filtered o...